This data is from the Open Reaction Database (ORD), a public repository of structured organic reaction records. The task is: describe an organic reaction: reactants, conditions, products, and yield Reactants: CS(=O)(=O)OCCCOC=1C(=CC2=C(C3=C(C(O2)=O)CCC3)C1)OC (2,3-dihydro-8-[3-(methanesulfonyloxy)propoxy]-7-methoxy-cyclopenta[c][1]-benzopyran-4(1H)-one), C(\C=C\C(=O)[O-])(=O)[O-] (Fumarate), CC1=C(C=CC=C1C)N1CCNCC1 (1-(2,3-dimethylphenyl)-piperazine), C(C)O (ethanol). Run in CC(=O)C (acetone). Yields the product CC1=C(C=CC=C1C)N1CCN(CC1)CCCOC=1C(=CC2=C(C3=C(C(O2)=O)CCC3)C1)OC (8-{3-[4-(2,3-dimethylphenyl)-1-piperazinyl]propoxy}-2,3-dihydro-7-methoxy-cyclopenta[c][1]benzopyran-4(1H)-one). The yield is 84.0%. Reaction SMILES: CS(O[CH2:6][CH2:7][CH2:8][O:9][C:10]1[C:11]([O:24][CH3:25])=[CH:12][C:13]2[O:18][C:17](=[O:19])[C:16]3[CH2:20][CH2:21][CH2:22][C:15]=3[C:14]=2[CH:23]=1)(=O)=O.[CH3:26][C:27]1[C:32]([CH3:33])=[CH:31][CH:30]=[CH:29][C:28]=1[N:34]1[CH2:39][CH2:38][NH:37][CH2:36][CH2:35]1.C(O)C.C([O-])(=O)/C=C/C([O-])=O>CC(C)=O>[CH3:26][C:27]1[C:32]([CH3:33])=[CH:31][CH:30]=[CH:29][C:28]=1[N:34]1[CH2:35][CH2:36][N:37]([CH2:6][CH2:7][CH2:8][O:9][C:10]2[C:11]([O:24][CH3:25])=[CH:12][C:13]3[O:18][C:17](=[O:19])[C:16]4[CH2:20][CH2:21][CH2:22][C:15]=4[C:14]=3[CH:23]=2)[CH2:38][CH2:39]1. Procedure details: Method B (20 h at 60° C.); starting materials: 2,3-dihydro-8-[3-(methanesulfonyloxy)propoxy]-7-methoxy-cyclopenta[c][1]-benzopyran-4(1H)-one (example 82) and 1-(2,3-dimethylphenyl)-piperazine; yield 84%; fusion point 164°-166° C. (from ethanol). Fumarate: method E; yield 94%; fusion point 235°-237° C. (from acetone). The reactants are ClC1=NC=CC=C1 (2-chloropyridine), OCC1CNCCO1 (2-hydroxymethyl morpholine). Product: OCC1CN(CCO1)C1=NC=CC=C1 (2-Hydroxymethyl-4-(pyridin-2-yl)morpholine). The yield is 71.1%. RXN SMILES: Cl[C:2]1[CH:7]=[CH:6][CH:5]=[CH:4][N:3]=1.[OH:8][CH2:9][CH:10]1[O:15][CH2:14][CH2:13][NH:12][CH2:11]1>>[OH:8][CH2:9][CH:10]1[O:15][CH2:14][CH2:13][N:12]([C:2]2[CH:7]=[CH:6][CH:5]=[CH:4][N:3]=2)[CH2:11]1. Procedure: The title compound (33.0 g, 72%) was prepared as a thick liquid from 2-chloropyridine (54.32 g) and 2-hydroxymethyl morpholine (28.0 g) by a similar procedure to that described in preparation 1. Reactants: CC(=O)O[BH-](OC(C)=O)OC(C)=O, CC(=O)O, CCC1CC(N)c2nc(OC)ccc2N1C(=O)OC(C)C, [Cl-], CC(Cl)Cl, O=Cc1cc(C(F)(F)F)cc(C(F)(F)F)c1, [NH4+], [Na+]. Yields the product CCC1CC(NCc2cc(C(F)(F)F)cc(C(F)(F)F)c2)c2nc(OC)ccc2N1C(=O)OC(C)C. As a reaction SMILES: [C:1]([O:2][BH-:3]([O:4][C:5](=[O:6])[CH3:7])[O:8][C:9](=[O:10])[CH3:11])(=[O:12])[CH3:13].[CH3:31][C:32](=[O:33])[OH:34].[CH:35]([CH3:36])([CH3:37])[O:38][C:39](=[O:40])[N:41]1[CH:42]([CH2:54][CH3:55])[CH2:43][CH:44]([NH2:53])[c:45]2[n:46][c:47]([O:51][CH3:52])[cH:48][cH:49][c:50]21.[Cl-:56].[Cl:58][CH:59]([Cl:60])[CH3:61].[F:15][C:16]([c:17]1[cH:18][c:19]([CH:20]=[O:21])[cH:22][c:23]([C:25]([F:26])([F:27])[F:28])[cH:24]1)([F:29])[F:30].[NH4+:57].[Na+:14]>>[F:15][C:16]([c:17]1[cH:18][c:19]([CH2:20][NH:53][CH:44]2[CH2:43][CH:42]([CH2:54][CH3:55])[N:41]([C:39]([O:38][CH:35]([CH3:36])[CH3:37])=[O:40])[c:50]3[c:45]2[n:46][c:47]([O:51][CH3:52])[cH:48][cH:49]3)[cH:22][c:23]([C:25]([F:26])([F:27])[F:28])[cH:24]1)([F:29])[F:30]. Reactants: C(C1=CC=CC=C1)N=CC1=C(C=CC(=C1)OC)O (2-(benzylimino-methyl)-4-methoxy-phenol), [BH4-].[Na+] (sodium borohydride), C(C1=CC=CC=C1)NCC1=C(C=CC=C1)O (2-(Benzylamino-methyl)-phenol). Product: C(C1=CC=CC=C1)NCC1=C(C=CC(=C1)OC)O (2-(Benzylamino-methyl)-4-methoxy-phenol). RXN SMILES: [CH2:1]([N:8]=[CH:9][C:10]1[CH:15]=[C:14]([O:16][CH3:17])[CH:13]=[CH:12][C:11]=1[OH:18])[C:2]1[CH:7]=[CH:6][CH:5]=[CH:4][CH:3]=1.[BH4-].[Na+].C(NCC1C=CC=CC=1O)C1C=CC=CC=1>>[CH2:1]([NH:8][CH2:9][C:10]1[CH:15]=[C:14]([O:16][CH3:17])[CH:13]=[CH:12][C:11]=1[OH:18])[C:2]1[CH:3]=[CH:4][CH:5]=[CH:6][CH:7]=1 |f:1.2|. Reported procedure: This compound was prepared from 1.0 g of 2-(benzylimino-methyl)-4-methoxy-phenol and 0.18 g of sodium borohydride using the procedure described 64b. Yield: 1.0 g (oil), EI-MS: 243 (M+). Reactants: C1CCOC1, Nc1ccc(Sc2ccc3ccccc3c2)c(Cl)c1, O=S(=O)(Cl)c1ccc(Cl)nc1, Cl, c1ccncc1. Product: O=S(=O)(Nc1ccc(Sc2ccc3ccccc3c2)c(Cl)c1)c1ccc(Cl)nc1. As a reaction SMILES: [CH2:38]1[O:39][CH2:40][CH2:41][CH2:42]1.[Cl:1][c:2]1[cH:3][c:4]([NH2:19])[cH:5][cH:6][c:7]1[S:8][c:9]1[cH:10][c:11]2[cH:12][cH:13][cH:14][cH:15][c:16]2[cH:17][cH:18]1.[Cl:26][c:27]1[cH:28][cH:29][c:30]([S:33](=[O:34])(=[O:35])[Cl:36])[cH:31][n:32]1.[ClH:37].[cH:20]1[cH:21][cH:22][n:23][cH:24][cH:25]1>>[Cl:1][c:2]1[cH:3][c:4]([NH:19][S:33]([c:30]2[cH:29][cH:28][c:27]([Cl:26])[n:32][cH:31]2)(=[O:34])=[O:35])[cH:5][cH:6][c:7]1[S:8][c:9]1[cH:10][c:11]2[cH:12][cH:13][cH:14][cH:15][c:16]2[cH:17][cH:18]1.